From a dataset of the Open Reaction Database (ORD), a public repository of structured organic reaction records. describe an organic reaction: reactants, conditions, products, and yield Starting materials: C(CCC)C1=CC=C(N)C=C1 (4-n-butylaniline), C(C)(=O)OC(C)=O (acetic anhydride). The solvent is O (H2O). Run at temperature 85 celsius. Product: II, CCCCCC(=O)NC1=CC=CC=C1 (4-butylacetanilide). RXN SMILES: C([C:5]1[CH:11]=[CH:10][C:8]([NH2:9])=[CH:7][CH:6]=1)CCC.C(O[C:16](=[O:18])[CH3:17])(=O)C>O>[CH3:11][CH2:5][CH2:6][CH2:7][CH2:17][C:16]([NH:9][C:8]1[CH:7]=[CH:6][CH:5]=[CH:11][CH:10]=1)=[O:18]. Procedure: One hundred grams of I, 4-n-butylaniline, were stirred with 500 grams H2O and 410 grams acetic anhydride added all at once. The temperature rose spontaneously to 45° C. and was raised briefly to 85° C, to bring all the solids into solution. Slow cooling, filtration, and overnight air drying gave 117.4 grams (92%) white plates of II, 4-butylacetanilide, mp 104°-105° C. (lit.1, mp 107° C). This 117.4 grams II were stirred with 486 grams acetic anhydride and 284 ml. 71% HNO3 added at such a rate th... The reactants are CC(C)(CO)N1CCCC1, CCOC(C)=O, COc1cc([N+](=O)[O-])ccc1Cl, [H-], [Na+], CN(C)C=O. Product: COc1cc([N+](=O)[O-])ccc1OCC(C)(C)N1CCCC1. RXN SMILES: [CH3:1][C:2]([CH2:3][OH:4])([CH3:5])[N:6]1[CH2:7][CH2:8][CH2:9][CH2:10]1.[CH3:30][CH2:31][O:32][C:33]([CH3:34])=[O:35].[Cl:13][c:14]1[c:15]([O:23][CH3:24])[cH:16][c:17]([N+:20](=[O:21])[O-:22])[cH:18][cH:19]1.[H-:11].[Na+:12].[O:25]=[CH:26][N:27]([CH3:28])[CH3:29]>>[CH3:1][C:2]([CH2:3][O:4][c:14]1[c:15]([O:23][CH3:24])[cH:16][c:17]([N+:20](=[O:21])[O-:22])[cH:18][cH:19]1)([CH3:5])[N:6]1[CH2:7][CH2:8][CH2:9][CH2:10]1. The reactants are ClC1=C(C=CC(=C1)Cl)C1=NC(=NC=C1N1CCN(CC1)C(=O)OC(C)(C)C)NCCNC1=NC=C(C=C1)[N+](=O)[O-] (tert-butyl 4-[4-(2,4-dichlorophenyl)-2-({2-[(5-nitro(2-pyridyl))amino]-ethyl}amino)pyrimidin-5-yl]piperazinecarboxylate), Cl (HCl). Solvent: CO (MeOH). Yields the product ClC1=C(C=CC(=C1)Cl)C1=NC(=NC=C1N1CCNCC1)NCCNC1=NC=C(C=C1)[N+](=O)[O-] ([4-(2,4-dichlorophenyl)-5-piperazinylpyrimidin-2-yl]{2-[(5-nitro(2-pyridyl))amino]ethyl}amine). Reaction SMILES: [Cl:1][C:2]1[CH:7]=[C:6]([Cl:8])[CH:5]=[CH:4][C:3]=1[C:9]1[C:14]([N:15]2[CH2:20][CH2:19][N:18](C(OC(C)(C)C)=O)[CH2:17][CH2:16]2)=[CH:13][N:12]=[C:11]([NH:28][CH2:29][CH2:30][NH:31][C:32]2[CH:37]=[CH:36][C:35]([N+:38]([O-:40])=[O:39])=[CH:34][N:33]=2)[N:10]=1.Cl>CO>[Cl:1][C:2]1[CH:7]=[C:6]([Cl:8])[CH:5]=[CH:4][C:3]=1[C:9]1[C:14]([N:15]2[CH2:16][CH2:17][NH:18][CH2:19][CH2:20]2)=[CH:13][N:12]=[C:11]([NH:28][CH2:29][CH2:30][NH:31][C:32]2[CH:37]=[CH:36][C:35]([N+:38]([O-:40])=[O:39])=[CH:34][N:33]=2)[N:10]=1. Procedure: 1 mmol of tert-butyl 4-[4-(2,4-dichlorophenyl)-2-({2-[(5-nitro(2-pyridyl))amino]-ethyl}amino)pyrimidin-5-yl]piperazinecarboxylate is heated to 60° C. 3M HCl in MeOH for one hour and concentrated in vacuo to obtain [4-(2,4-dichlorophenyl)-5-piperazinylpyrimidin-2-yl]{2-[(5-nitro(2-pyridyl))amino]ethyl}amine. The reactants are ClCCl, CC(C)(C)OC(=O)NC1CCC(c2cccc(F)c2F)CN(CCS(C)(=O)=O)C1=O, O=C(O)C(F)(F)F. Yields the product CS(=O)(=O)CCN1CC(c2cccc(F)c2F)CCC(N)C1=O. As a reaction SMILES: [Cl:38][CH2:39][Cl:40].[F:8][c:9]1[c:10]([CH:16]2[CH2:17][CH2:18][CH:19]([NH:30][C:31](=[O:32])[O:33][C:34]([CH3:35])([CH3:36])[CH3:37])[C:20](=[O:29])[N:21]([CH2:23][CH2:24][S:25](=[O:26])(=[O:27])[CH3:28])[CH2:22]2)[cH:11][cH:12][cH:13][c:14]1[F:15].[OH:1][C:2]([C:3]([F:4])([F:5])[F:6])=[O:7]>>[F:8][c:9]1[c:10]([CH:16]2[CH2:17][CH2:18][CH:19]([NH2:30])[C:20](=[O:29])[N:21]([CH2:23][CH2:24][S:25](=[O:26])(=[O:27])[CH3:28])[CH2:22]2)[cH:11][cH:12][cH:13][c:14]1[F:15]. The reactants are ( E )-isomer, CC(=CCC/C(=C/CC/C(=C/C=O)/C)/C)C (Farnesal), O (water), NiCl2.6H2O, Al. The solvent is C1CCOC1 (THF). Reaction conditions: time 6 hour. Yields the product CC(C)CCC/C(=C/CC/C(=C/C=O)/C)/C (Dihydrofarnesal). Reaction SMILES: [CH3:1][C:2]([CH3:16])=[CH:3][CH2:4][CH2:5]/[C:6](/[CH3:15])=[CH:7]/[CH2:8][CH2:9]/[C:10](/[CH3:14])=[CH:11]/[CH:12]=[O:13].O>C1COCC1>[CH3:16][CH:2]([CH2:3][CH2:4][CH2:5]/[C:6](/[CH3:15])=[CH:7]/[CH2:8][CH2:9]/[C:10](/[CH3:14])=[CH:11]/[CH:12]=[O:13])[CH3:1]. Procedure: To a stirred solution of 0.53 g of 2 in 150 mL of dry THF in a round-bottom flask equipped with a water-cooled condenser was added a solid mixture of 31.04 g of NiCl2.6H2O and 4.27 g of Al powder (caution: exothermic). The reaction mixture was stirred at room temperature for 6 h. The solid mass was removed by filtration, and the solvent was dried over MgSO4 and removed by rotary evaporation, which afforded 0.50 g of racemic 3, predominantly the (E)-isomer. 1H NMR δ (ppm) 9.8 (t, CHO), 5.2 (t, CH... Reactants: CCCC[SnH](CCCC)CCCC, [C-]#[N+]C1C(=O)N(C(C(=O)OC)=C(C)C)C1CC=C, CC(C)(C#N)N=NC(C)(C)C#N, c1ccccc1. Product: C=CCC1CC(=O)N1C(C(=O)OC)=C(C)C. RXN SMILES: [CH2:13]([SnH:14]([CH2:15][CH2:16][CH2:17][CH3:18])[CH2:19][CH2:20][CH2:21][CH3:22])[CH2:23][CH2:24][CH3:25].[N+:26](#[C-:27])[CH:28]1[C:29](=[O:43])[N:30]([C:35]([C:36](=[O:37])[O:38][CH3:39])=[C:40]([CH3:41])[CH3:42])[CH:31]1[CH2:32][CH:33]=[CH2:34].[N:1]([C:2]([CH3:3])([CH3:4])[C:5]#[N:6])=[N:7][C:8]([CH3:9])([CH3:10])[C:11]#[N:12].[cH:44]1[cH:45][cH:46][cH:47][cH:48][cH:49]1>>[CH2:28]1[C:29](=[O:43])[N:30]([C:35]([C:36](=[O:37])[O:38][CH3:39])=[C:40]([CH3:41])[CH3:42])[CH:31]1[CH2:32][CH:33]=[CH2:34]. Starting materials: ClC1CC2=C(SC3=C1C=C(C=C3)F)C=C(C=C2)OC (10-chloro-8-fluoro-10,11-dihydro-3-methoxy-dibenzo[b,f]thiepin), N1(CCNCC1)CCN1C(OCC1)=O (3-[2-(1-piperazinyl)ethyl]-2-oxazolidinone), [OH-].[Na+] (sodium hydroxide). Yields the product FC=1C=CC2=C(C(CC3=C(S2)C=C(C=C3)OC)N3CCN(CC3)CCN3C(OCC3)=O)C1 (3-{2-[4-(8-fluoro-10,11-dihydro-3-methoxy-dibenzo[b,f]thiepin-10-yl)-1-piperazinyl]-ethyl}-2-oxazolidinone). Reaction SMILES: Cl[CH:2]1[C:8]2[CH:9]=[C:10]([F:13])[CH:11]=[CH:12][C:7]=2[S:6][C:5]2[CH:14]=[C:15]([O:18][CH3:19])[CH:16]=[CH:17][C:4]=2[CH2:3]1.[N:20]1([CH2:26][CH2:27][N:28]2[CH2:32][CH2:31][O:30][C:29]2=[O:33])[CH2:25][CH2:24][NH:23][CH2:22][CH2:21]1.[OH-].[Na+]>>[F:13][C:10]1[CH:11]=[CH:12][C:7]2[S:6][C:5]3[CH:14]=[C:15]([O:18][CH3:19])[CH:16]=[CH:17][C:4]=3[CH2:3][CH:2]([N:23]3[CH2:24][CH2:25][N:20]([CH2:26][CH2:27][N:28]4[CH2:32][CH2:31][O:30][C:29]4=[O:33])[CH2:21][CH2:22]3)[C:8]=2[CH:9]=1 |f:2.3|. Procedure: 15.4 g. of 10-chloro-8-fluoro-10,11-dihydro-3-methoxy-dibenzo[b,f]thiepin are treated with 41 g. of 3-[2-(1-piperazinyl)ethyl]-2-oxazolidinone and stirred at 120°-130° C. (internal temperature) for 10 minutes. The cooled mixture is treated with 2N sodium hydroxide and extracted with chloroform. The chloroform solution is washed to neutrality with water and shaken out with dilute methanesulfonic acid. The acid solution is made alkaline with sodium hydroxide and the base extracted with chloroform.... Reported procedure: The same procedure as described in Example 1 was carried out except that the 27.4 grams of 50% sodium hydroxide was used with 155 grams of 2'-hydroxy-3',5'-di-tert-amyl-2-nitroazobenzene to give a ratio of moles of alkali to moles of o-nitroazobenzene intermediate of 0.848/1 compared to the ratio of 0.42/1 employed in Example 1. Yields the product [N+](=O)([O-])C1=C(C=CC=C1)N=NC1=CC=CC=C1 (o-nitroazobenzene). Starting materials: [OH-].[Na+] (sodium hydroxide), OC1=C(C=C(C=C1C(C)(C)CC)C(C)(C)CC)N=NC1=C(C=CC=C1)[N+](=O)[O-] (2'-hydroxy-3',5'-di-tert-amyl-2-nitroazobenzene). Reaction SMILES: [OH-].[Na+].O[C:4]1[C:9](C(CC)(C)C)=[CH:8][C:7](C(CC)(C)C)=[CH:6][C:5]=1[N:20]=[N:21][C:22]1[CH:27]=[CH:26][CH:25]=[CH:24][C:23]=1[N+:28]([O-:30])=[O:29]>>[N+:28]([C:23]1[CH:24]=[CH:25][CH:26]=[CH:27][C:22]=1[N:21]=[N:20][C:5]1[CH:4]=[CH:9][CH:8]=[CH:7][CH:6]=1)([O-:30])=[O:29] |f:0.1|. The reactants are CCOC(C)=O, CO, CC(C)C(=O)Nc1cc(C2=CCN(C(=O)OC(C)(C)C)CC2)c(F)cc1F. Product: CC(C)C(=O)Nc1cc(C2CCN(C(=O)OC(C)(C)C)CC2)c(F)cc1F. RXN SMILES: [CH3:28][CH2:29][O:30][C:31]([CH3:32])=[O:33].[CH3:34][OH:35].[F:1][c:2]1[c:3]([C:15]2=[CH:20][CH2:19][N:18]([C:21](=[O:22])[O:23][C:24]([CH3:25])([CH3:26])[CH3:27])[CH2:17][CH2:16]2)[cH:4][c:5]([NH:9][C:10]([CH:11]([CH3:12])[CH3:13])=[O:14])[c:6]([F:8])[cH:7]1>>[F:1][c:2]1[c:3]([CH:15]2[CH2:16][CH2:17][N:18]([C:21](=[O:22])[O:23][C:24]([CH3:25])([CH3:26])[CH3:27])[CH2:19][CH2:20]2)[cH:4][c:5]([NH:9][C:10]([CH:11]([CH3:12])[CH3:13])=[O:14])[c:6]([F:8])[cH:7]1.